This data is from the Open Reaction Database (ORD), a public repository of structured organic reaction records. The task is: describe an organic reaction: reactants, conditions, products, and yield The reactants are FC(CNC(=O)C1(C2=CC=CC=C2C=2C=CC=CC12)CCCCBr)(F)F (9-(4-bromo-butyl)-9H-fluorene-9-carboxylic acid-(2,2,2-trifluoro-ethyl)-amide), C(=O)(OC(C)(C)C)N1CCNCC1 (Boc-piperazine). Yields the product FC(CNC(=O)C1(C2=CC=CC=C2C=2C=CC=CC12)CCCCN1CCN(CC1)C(=O)OC(C)(C)C)(F)F (tert.butyl 4-{4-[9-(2,2,2-trifluoro-ethylcarbamoyl)-9H-fluoren-9-yl]-butyl}-piperazine-1-carboxylate). As a reaction SMILES: [F:1][C:2]([F:26])([F:25])[CH2:3][NH:4][C:5]([C:7]1([CH2:20][CH2:21][CH2:22][CH2:23]Br)[C:19]2[CH:18]=[CH:17][CH:16]=[CH:15][C:14]=2[C:13]2[C:8]1=[CH:9][CH:10]=[CH:11][CH:12]=2)=[O:6].[C:27]([N:34]1[CH2:39][CH2:38][NH:37][CH2:36][CH2:35]1)([O:29][C:30]([CH3:33])([CH3:32])[CH3:31])=[O:28]>>[F:1][C:2]([F:26])([F:25])[CH2:3][NH:4][C:5]([C:7]1([CH2:20][CH2:21][CH2:22][CH2:23][N:37]2[CH2:36][CH2:35][N:34]([C:27]([O:29][C:30]([CH3:33])([CH3:32])[CH3:31])=[O:28])[CH2:39][CH2:38]2)[C:19]2[CH:18]=[CH:17][CH:16]=[CH:15][C:14]=2[C:13]2[C:8]1=[CH:9][CH:10]=[CH:11][CH:12]=2)=[O:6]. Procedure: Prepared analogously to Example 2 from 9-(4-bromo-butyl)-9H-fluorene-9-carboxylic acid-(2,2,2-trifluoro-ethyl)-amide and Boc-piperazine.